From a dataset of the Open Reaction Database (ORD), a public repository of structured organic reaction records. describe an organic reaction: reactants, conditions, products, and yield Starting materials: CO, Cl, C[Si](C)(C)CCOCN1C(=O)C2(Cc3ccc(N)cc3C2)c2cccnc21, [Na+], [OH-], O. Yields the product Nc1ccc2c(c1)CC1(C2)C(=O)Nc2ncccc21. Reaction SMILES: [CH3:31][OH:32].[ClH:28].[NH2:1][c:2]1[cH:3][c:4]2[c:8]([cH:9][cH:10]1)[CH2:7][C:6]1([CH2:5]2)[C:11](=[O:27])[N:12]([CH2:19][O:20][CH2:21][CH2:22][Si:23]([CH3:24])([CH3:25])[CH3:26])[c:13]2[n:14][cH:15][cH:16][cH:17][c:18]21.[Na+:30].[OH-:29].[OH2:33]>>[NH2:1][c:2]1[cH:3][c:4]2[c:8]([cH:9][cH:10]1)[CH2:7][C:6]1([CH2:5]2)[C:11](=[O:27])[NH:12][c:13]2[n:14][cH:15][cH:16][cH:17][c:18]21. Reactants: C(C)(C)C=1SC=C(N1)\C=C/C=1C(=NN(C1)C1=CC=CC=C1)OCC1=CC(=C(OCC=2N=C(OC2C)C2=CC=C(C=C2)CC(=O)OCC)C=C1)OC (ethyl {4-[4-({4-[({4-[(Z)-2-(2-isopropyl-1,3-thiazol-4-yl)ethenyl]-1-phenyl-1H-pyrazol-3-yl}oxy)methyl]-2-methoxyphenoxy}methyl)-5-methyl-1,3-oxazol-2-yl]phenyl}acetate), O1CCCC1 (tetrahydrofuran), [OH-].[Na+] (sodium hydroxide), Cl (hydrochloric acid). Solvent: C(C)O (ethanol), O (water). Conditions: temperature 50 celsius, time 3 hour. Yields the product C(C)(C)C=1SC=C(N1)\C=C/C=1C(=NN(C1)C1=CC=CC=C1)OCC1=CC(=C(OCC=2N=C(OC2C)C2=CC=C(C=C2)CC(=O)O)C=C1)OC ({4-[4-({4-[({4-[(Z)-2-(2-isopropyl-1,3-thiazol-4-yl)ethenyl]-1-phenyl-1H-pyrazol-3-yl}oxy)methyl]-2-methoxyphenoxy}methyl)-5-methyl-1,3-oxazol-2-yl]phenyl}acetic acid). Isolated yield 94.7%. As a reaction SMILES: [CH:1]([C:4]1[S:5][CH:6]=[C:7](/[CH:9]=[CH:10]\[C:11]2[C:12]([O:22][CH2:23][C:24]3[CH:49]=[CH:48][C:27]([O:28][CH2:29][C:30]4[N:31]=[C:32]([C:36]5[CH:41]=[CH:40][C:39]([CH2:42][C:43]([O:45]CC)=[O:44])=[CH:38][CH:37]=5)[O:33][C:34]=4[CH3:35])=[C:26]([O:50][CH3:51])[CH:25]=3)=[N:13][N:14]([C:16]3[CH:21]=[CH:20][CH:19]=[CH:18][CH:17]=3)[CH:15]=2)[N:8]=1)([CH3:3])[CH3:2].O1CCCC1.[OH-].[Na+].Cl>O.C(O)C>[CH:1]([C:4]1[S:5][CH:6]=[C:7](/[CH:9]=[CH:10]\[C:11]2[C:12]([O:22][CH2:23][C:24]3[CH:49]=[CH:48][C:27]([O:28][CH2:29][C:30]4[N:31]=[C:32]([C:36]5[CH:37]=[CH:38][C:39]([CH2:42][C:43]([OH:45])=[O:44])=[CH:40][CH:41]=5)[O:33][C:34]=4[CH3:35])=[C:26]([O:50][CH3:51])[CH:25]=3)=[N:13][N:14]([C:16]3[CH:17]=[CH:18][CH:19]=[CH:20][CH:21]=3)[CH:15]=2)[N:8]=1)([CH3:3])[CH3:2] |f:2.3|. Reported procedure: To a mixture of ethyl {4-[4-({4-[({4-[(Z)-2-(2-isopropyl-1,3-thiazol-4-yl)ethenyl]-1-phenyl-1H-pyrazol-3-yl}oxy)methyl]-2-methoxyphenoxy}methyl)-5-methyl-1,3-oxazol-2-yl]phenyl}acetate (0.11 g), tetrahydrofuran (2 mL) and ethanol (0.64 mL) was added 1N aqueous sodium hydroxide solution (0.60 mL), and the mixture was stirred at 50° C. for 3 hrs. To the reaction mixture were added 1N hydrochloric acid (0.60 mL) and water, and the mixture was extracted with ethyl acetate. The ethyl acetate layer wa...